From a dataset of the Open Reaction Database (ORD), a public repository of structured organic reaction records. describe an organic reaction: reactants, conditions, products, and yield Product: C=CCC1(C)CC(c2cccc(Cl)c2)C(c2ccc(Cl)cc2)N(C(CC)C(C)(C)O)C1=O. Starting materials: [Br-], C=CCC1(C)CC(c2cccc(Cl)c2)C(c2ccc(Cl)cc2)N(C(CC)C(C)=O)C1=O, C1CCOC1, C[Mg+], Cc1ccccc1. RXN SMILES: [Br-:32].[CH2:1]([CH:2]=[CH2:3])[C:4]1([CH3:31])[C:5](=[O:30])[N:6]([CH:24]([C:25]([CH3:26])=[O:27])[CH2:28][CH3:29])[CH:7]([c:17]2[cH:18][cH:19][c:20]([Cl:23])[cH:21][cH:22]2)[CH:8]([c:10]2[cH:11][c:12]([Cl:16])[cH:13][cH:14][cH:15]2)[CH2:9]1.[CH2:42]1[O:43][CH2:44][CH2:45][CH2:46]1.[CH3:33][Mg+:34].[CH3:35][c:36]1[cH:37][cH:38][cH:39][cH:40][cH:41]1>>[CH2:1]([CH:2]=[CH2:3])[C:4]1([CH3:31])[C:5](=[O:30])[N:6]([CH:24]([C:25]([CH3:26])([OH:27])[CH3:35])[CH2:28][CH3:29])[CH:7]([c:17]2[cH:18][cH:19][c:20]([Cl:23])[cH:21][cH:22]2)[CH:8]([c:10]2[cH:11][c:12]([Cl:16])[cH:13][cH:14][cH:15]2)[CH2:9]1.